From a dataset of the Open Reaction Database (ORD), a public repository of structured organic reaction records. describe an organic reaction: reactants, conditions, products, and yield Reactants: C1CCC2=NCCCN2CC1, CCOP(=O)(OCC)C(NC(=O)OC(C)(C)C)C(=O)OC, COc1cc(CO)ccc1[N+](=O)[O-], ClCCl, [Mn]. Product: COC(=O)C(=Cc1ccc([N+](=O)[O-])c(OC)c1)NC(=O)OC(C)(C)C. Reaction SMILES: [CH2:35]1[CH2:36][CH2:37][C:38]2=[N:43][CH2:42][CH2:41][CH2:40][N:39]2[CH2:44][CH2:45]1.[CH3:14][O:15][C:16]([CH:17]([NH:18][C:19](=[O:20])[O:21][C:22]([CH3:23])([CH3:24])[CH3:25])[P:26]([O:27][CH2:28][CH3:29])([O:30][CH2:31][CH3:32])=[O:33])=[O:34].[CH3:1][O:2][c:3]1[cH:4][c:5]([CH2:6][OH:7])[cH:8][cH:9][c:10]1[N+:11](=[O:12])[O-:13].[Cl:46][CH2:47][Cl:48].[Mn:49]>>[CH3:1][O:2][c:3]1[cH:4][c:5]([CH:6]=[C:17]([C:16]([O:15][CH3:14])=[O:34])[NH:18][C:19](=[O:20])[O:21][C:22]([CH3:23])([CH3:24])[CH3:25])[cH:8][cH:9][c:10]1[N+:11](=[O:12])[O-:13]. The reactants are C1(=CC=CC=C1)C(CC(=O)O)N1C(C2=CC=CC=C2C1)=O (3-phenyl-3-(1-oxoisoindolin-2-yl)propionic acid), C(=O)(N1C=NC=C1)N1C=NC=C1 (carbonyldimidazole), [OH-].[NH4+] (ammonium hydroxide), 4-N,N-dimethylaminopyridine. Solvent: O1CCCC1 (tetrahydrofuran). Run at time 1.5 hour. Product: C1(=CC=CC=C1)C(CC(=O)N)N1C(C2=CC=CC=C2C1)=O (3-phenyl-3-(1-oxoisoindolin-2-yl)-propionamide). The yield is 57.5%. As a reaction SMILES: [C:1]1([CH:7]([N:12]2[CH2:20][C:19]3[C:14](=[CH:15][CH:16]=[CH:17][CH:18]=3)[C:13]2=[O:21])[CH2:8][C:9](O)=[O:10])[CH:6]=[CH:5][CH:4]=[CH:3][CH:2]=1.C(N1C=CN=C1)([N:24]1C=CN=C1)=O.[OH-].[NH4+]>O1CCCC1>[C:1]1([CH:7]([N:12]2[CH2:20][C:19]3[C:14](=[CH:15][CH:16]=[CH:17][CH:18]=3)[C:13]2=[O:21])[CH2:8][C:9]([NH2:24])=[O:10])[CH:6]=[CH:5][CH:4]=[CH:3][CH:2]=1 |f:2.3|. Reported procedure: To a stirred solution of 3-phenyl-3-(1-oxoisoindolin-2-yl)propionic acid (0.703 g, 2.50 mmol) in 15 mL of tetrahydrofuran under nitrogen was added carbonyldimidazole (0.438 g, 2.70 mmol), and a few crystals of 4-N,N-dimethylaminopyridine [DMAP]. The reaction mixture was stirred for 1.5 hours and then 0.25 mL of 15 N ammonium hydroxide was added. After 20 minutes, the reaction mixture was concentrated in vacuo and the residue slurried in water. The resulting solid was isolated by filtration and d... Starting materials: C(C1=CC=CC=C1)OC(=O)N1CC2=C(C=CC(=C2CC1)F)C1=C(C=CC(=C1)C(C)C(=O)OCC)OC ((±)-8-[5-(1-ethoxycarbonyl-ethyl)-2-methoxy-phenyl]-5-fluoro-3,4-dihydro-1H-isoquinoline-2-carboxylic acid benzyl ester). The reagents and catalysts are [Pd] (palladium on activated carbon). Solvent: CCO (EtOH). Reaction conditions: temperature 50 celsius, time 18 hour. The product is FC1=C2CCNCC2=C(C=C1)C=1C=C(C=CC1OC)C(C(=O)OCC)C ((±)-Ethyl 2-(3-(5-fluoro-1,2,3,4-tetrahydroisoquinolin-8-yl)-4-methoxyphenyl)propanoate). Reaction SMILES: C(OC([N:11]1[CH2:20][CH2:19][C:18]2[C:13](=[C:14]([C:22]3[CH:27]=[C:26]([CH:28]([C:30]([O:32][CH2:33][CH3:34])=[O:31])[CH3:29])[CH:25]=[CH:24][C:23]=3[O:35][CH3:36])[CH:15]=[CH:16][C:17]=2[F:21])[CH2:12]1)=O)C1C=CC=CC=1>CCO.[Pd]>[F:21][C:17]1[CH:16]=[CH:15][C:14]([C:22]2[CH:27]=[C:26]([CH:28]([CH3:29])[C:30]([O:32][CH2:33][CH3:34])=[O:31])[CH:25]=[CH:24][C:23]=2[O:35][CH3:36])=[C:13]2[C:18]=1[CH2:19][CH2:20][NH:11][CH2:12]2. Reported procedure: To a solution under N2 of (±)-8-[5-(1-ethoxycarbonyl-ethyl)-2-methoxy-phenyl]-5-fluoro-3,4-dihydro-1H-isoquinoline-2-carboxylic acid benzyl ester (57 mg, 0.12 mmol, 1 eq.) in EtOH (40 mL), palladium on activated carbon (10 wt. %, 3.2 mg) was added. The flask was evacuated and backfilled with H2 (3×). The black suspension was stirred at 50° C. under an H2-atmosphere for 18 hours. The suspension was filtered through Celite, the Celite rinsed with EtOH. The filtrate was concentrated in vacuo to aff... Starting materials: NC=1N=CC(=NC1)C1=C(C=C(C=C1)C=1C(=CC(=CC1)C(F)(F)F)C(=O)O)F (4′-(5-Aminopyrazin-2-yl)-3′-fluoro-4-(trifluoromethyl)biphenyl-2-carboxylic acid), C(O)CN (ethanolamine). Yields the product NC=1N=CC(=NC1)C1=C(C=C(C=C1)C1=C(C=C(C=C1)C(F)(F)F)CNCCO)F (2-({[4′-(5-Aminopyrazin-2-yl)-3′-fluoro-4-(trifluoromethyl)biphenyl-2-yl]methyl}amino)ethanol). As a reaction SMILES: [NH2:1][C:2]1[N:3]=[CH:4][C:5]([C:8]2[CH:13]=[CH:12][C:11]([C:14]3[C:15]([C:24](O)=O)=[CH:16][C:17]([C:20]([F:23])([F:22])[F:21])=[CH:18][CH:19]=3)=[CH:10][C:9]=2[F:27])=[N:6][CH:7]=1.[CH2:28]([CH2:30][NH2:31])[OH:29]>>[NH2:1][C:2]1[N:3]=[CH:4][C:5]([C:8]2[CH:13]=[CH:12][C:11]([C:14]3[CH:19]=[CH:18][C:17]([C:20]([F:23])([F:21])[F:22])=[CH:16][C:15]=3[CH2:24][NH:31][CH2:30][CH2:28][OH:29])=[CH:10][C:9]=2[F:27])=[N:6][CH:7]=1. Procedure details: The title compound was prepared using analogous conditions to those described in Intermediate IF using 4′-(5-Aminopyrazin-2-yl)-3′-fluoro-4-(trifluoromethyl)biphenyl-2-carboxylic acid and ethanolamine. MS (ESI): mass calcd. for C20H18F4N4O, 406.39; m/z found, 407.1 [M+H]+. 1H NMR (400 MHz, CD3OD) δ 8.41 (s, 1H), 8.18 (s, 1H), 8.12-8.01 (m, 2H), 7.86 (dd, J=8.1, 1.7, 1H), 7.65 (d, J=8.1, 1H), 7.34 (dd, J=3.5, 1.6, 1H), 7.33-7.31 (m, 1H), 4.38 (s, 2H), 3.78-3.63 (m, 2H), 3.09-3.00 (m, 2H). Reactants: NC=1C=C2C=3CC(CCC3NC2=CC1)N(C)C (6-amino-3-(dimethyl)amino-1,2,3,4-tetrahydro-9H-carbazole), FC1=C(C(=O)Cl)C=CC=C1 (2-fluorobenzoyl chloride). Product: FC1=C(C(=O)NC=2C=C3C=4CC(CCC4NC3=CC2)N(C)C)C=CC=C1 (6-(2-fluorobenzoyl)amino-3-(dimethyl)amino-1,2,3,4-tetrahydro-9H-carbazole). The yield is 71.8%. RXN SMILES: [NH2:1][C:2]1[CH:3]=[C:4]2[C:12](=[CH:13][CH:14]=1)[NH:11][C:10]1[CH2:9][CH2:8][CH:7]([N:15]([CH3:17])[CH3:16])[CH2:6][C:5]2=1.[F:18][C:19]1[CH:27]=[CH:26][CH:25]=[CH:24][C:20]=1[C:21](Cl)=[O:22]>>[F:18][C:19]1[CH:27]=[CH:26][CH:25]=[CH:24][C:20]=1[C:21]([NH:1][C:2]1[CH:3]=[C:4]2[C:12](=[CH:13][CH:14]=1)[NH:11][C:10]1[CH2:9][CH2:8][CH:7]([N:15]([CH3:17])[CH3:16])[CH2:6][C:5]2=1)=[O:22]. Procedure: Beginning with 10.4 mg (0.046 mMol) 6-amino-3-(dimethyl)amino-1,2,3,4-tetrahydro-9H-carbazole and 5.4 mg (0.051 mMol) 2-fluorobenzoyl chloride, 11.6 mg (74%) of the title compound were recovered as a beige solid. Reactants: COc1cccc(C(=O)NC2(C(=O)c3cc(C)cc(C)c3)CCNCC2)c1C, CC(=O)Cl. Yields the product COc1cccc(C(=O)NC2(C(=O)c3cc(C)cc(C)c3)CCN(C(C)=O)CC2)c1C. Reaction SMILES: [CH3:1][c:2]1[cH:3][c:4]([C:5](=[O:6])[C:7]2([NH:13][C:14]([c:15]3[c:16]([CH3:23])[c:17]([O:21][CH3:22])[cH:18][cH:19][cH:20]3)=[O:24])[CH2:8][CH2:9][NH:10][CH2:11][CH2:12]2)[cH:25][c:26]([CH3:28])[cH:27]1.[CH3:29][C:30]([Cl:31])=[O:32]>>[CH3:1][c:2]1[cH:3][c:4]([C:5](=[O:6])[C:7]2([NH:13][C:14]([c:15]3[c:16]([CH3:23])[c:17]([O:21][CH3:22])[cH:18][cH:19][cH:20]3)=[O:24])[CH2:8][CH2:9][N:10]([C:30]([CH3:29])=[O:32])[CH2:11][CH2:12]2)[cH:25][c:26]([CH3:28])[cH:27]1. The reactants are [Al+3], C1CCOC1, CNC(=O)c1cc2ccsc2n1C, [H-], [H-], [H-], [H-], [Li+]. The product is CNCc1cc2ccsc2n1C. As a reaction SMILES: [Al+3:15].[CH2:20]1[O:21][CH2:22][CH2:23][CH2:24]1.[CH3:1][NH:2][C:3](=[O:4])[c:5]1[cH:6][c:7]2[c:8]([n:9]1[CH3:10])[s:11][cH:12][cH:13]2.[H-:14].[H-:17].[H-:18].[H-:19].[Li+:16]>>[CH3:1][NH:2][CH2:3][c:5]1[cH:6][c:7]2[c:8]([n:9]1[CH3:10])[s:11][cH:12][cH:13]2. Starting materials: C(C)(C)[Mg]Cl (isopropylmagnesium chloride), COC([C@H](C1=CC=CC=C1)N(CC1=CC=CC=C1)CC=C)=O ((S)-(allyl-benzyl-amino)-phenyl-acetic acid methyl ester), [C@@H]([C@H](C(=O)[O-])O)(C(=O)[O-])O.[Na+].[K+] (Rochelle's Salt), C([O-])(O)=O.[Na+] (sodium bicarbonate). Reagents/catalysts: CC([O-])C.[Ti+4].CC([O-])C.CC([O-])C.CC([O-])C (titanium(IV) isopropoxide). Run in C1CCOC1 (THF), CCOC(=O)C (EtOAc), C1CCOC1 (THF). Run at temperature -10 celsius, time 15 minute. The product is C(C1=CC=CC=C1)N1[C@H]([C@]2(CC2C1)O)C1=CC=CC=C1 ((1R,2S)-3-benzyl-2-phenyl-3-aza-bicyclo[3.1.0]hexan-1-ol). Isolated yield 32.0%. Reaction SMILES: C([Mg]Cl)(C)C.CO[C:8](=[O:27])[C@@H:9]([N:16]([CH2:24][CH:25]=[CH2:26])[CH2:17][C:18]1[CH:23]=[CH:22][CH:21]=[CH:20][CH:19]=1)[C:10]1[CH:15]=[CH:14][CH:13]=[CH:12][CH:11]=1.[C@H](O)(C([O-])=O)[C@@H](O)C([O-])=O.[Na+].[K+].C(=O)(O)[O-].[Na+]>C1COCC1.CC(C)[O-].[Ti+4].CC(C)[O-].CC(C)[O-].CC(C)[O-].CCOC(C)=O>[CH2:17]([N:16]1[CH2:24][CH:25]2[C@:8]([OH:27])([CH2:26]2)[C@@H:9]1[C:10]1[CH:11]=[CH:12][CH:13]=[CH:14][CH:15]=1)[C:18]1[CH:19]=[CH:20][CH:21]=[CH:22][CH:23]=1 |f:2.3.4,5.6,8.9.10.11.12|. Procedure: To a flame dried, 3 neck rbf equipped with an addition funnel was added THF (20 mL) and titanium(IV) isopropoxide (2.6 mL, 8.8 mmol) and the flask immersed in a −78° C. bath. To this mixture was added isopropylmagnesium chloride (2M/diethyl ether, 8.8 mL, 17.6 mmol) dropwise and stirring continued at −78° C. for 15 minutes. To the reaction flask was then added the starting material (S)-(allyl-benzyl-amino)-phenyl-acetic acid methyl ester (JACS, 19, 30, 1997, 6984) (˜40% pure, 2.0 g, 2.7 mmol dro...